This data is from the Open Reaction Database (ORD), a public repository of structured organic reaction records. The task is: describe an organic reaction: reactants, conditions, products, and yield The reactants are ClC=1SC(=C(N1)OCC1=C(C=CC=C1)C(F)(F)F)C(=O)OCC (Ethyl 2-chloro-4-({[2-(trifluoromethyl)phenyl]methyl}oxy)-1,3-thiazole-5-carboxylate), [OH-].[Na+] (NaOH), C(C)OCC (diethyl ether), [Li+].[OH-] (LiOH). Solvent: O1CCCC1 (tetrahydrofuran). Product: ClC=1SC(=C(N1)OCC1=C(C=CC=C1)C(F)(F)F)C(=O)O (2-chloro-4-({[2-(trifluoromethyl)phenyl]methyl}oxy)-1,3-thiazole-5-carboxylic acid). Yield: 84.8%. RXN SMILES: [Cl:1][C:2]1[S:3][C:4]([C:19]([O:21]CC)=[O:20])=[C:5]([O:7][CH2:8][C:9]2[CH:14]=[CH:13][CH:12]=[CH:11][C:10]=2[C:15]([F:18])([F:17])[F:16])[N:6]=1.[Li+].[OH-].[OH-].[Na+].C(OCC)C>O1CCCC1>[Cl:1][C:2]1[S:3][C:4]([C:19]([OH:21])=[O:20])=[C:5]([O:7][CH2:8][C:9]2[CH:14]=[CH:13][CH:12]=[CH:11][C:10]=2[C:15]([F:17])([F:16])[F:18])[N:6]=1 |f:1.2,3.4|. Procedure details: Ethyl 2-chloro-4-({[2-(trifluoromethyl)phenyl]methyl}oxy)-1,3-thiazole-5-carboxylate (0.535 g, 1.46 mmol) was dissolved in 15 mL of tetrahydrofuran with stirring, and 15 mL of 1N LiOH solution was added via pipet. The mixture was stirred for 18 hours, and poured into 0.1 N NaOH and diethyl ether. The layers were separated, and the aqueous layer was acidified to pH 2 with concentrated HCl. The mixture was filtered and the white solid was washed with water. The solid was air dried, collected, and ... The reactants are [I-].[Na+] (sodium iodide), C(CCC)N(S(=O)(=O)CCCCCCl)C (N-butyl-5-chloro-N-methyl-pentanesulfonamide). Run in C(C)C(=O)C (methyl ethyl ketone). Yields the product C(CCC)N(S(=O)(=O)CCCCCI)C (N-butyl-5-iodo-N-methyl-pentanesulfonamide). The yield is 93.8%. Reaction SMILES: [I-:1].[Na+].[CH2:3]([N:7]([CH3:17])[S:8]([CH2:11][CH2:12][CH2:13][CH2:14][CH2:15]Cl)(=[O:10])=[O:9])[CH2:4][CH2:5][CH3:6]>C(C(C)=O)C>[CH2:3]([N:7]([CH3:17])[S:8]([CH2:11][CH2:12][CH2:13][CH2:14][CH2:15][I:1])(=[O:10])=[O:9])[CH2:4][CH2:5][CH3:6] |f:0.1|. Procedure details: 526 mg of sodium iodide were added to a solution of 449 mg of the product of Step A in 4.5 ml of methyl ethyl ketone, and the mixture was stirred at reflux for 4 hours. After cooling, the methyl ethyl ketone was evaporated under reduced pressure and water was added. Extraction was carried out with ethyl acetate and the extracts were washed with water, then with a saturated aqueous solution of sodium chloride, dried and evaporated to dryness under reduced pressure to obtain 572 mg of the expected... Starting materials: ClC=1C=C(C=CC1)C=1N=C(SC1C(=O)N)NC1=C(C=CC(=C1)CC(OC)OC)[N+](=O)[O-] (4-(3-chloro-phenyl)-2-[5(2,2-dimethoxy-ethyl)-2-nitro-phenylamino]-thiazole-5-carboxylic acid amide), C(=O)O (formic acid). Reaction SMILES: [Cl:1][C:2]1[CH:3]=[C:4]([C:8]2[N:9]=[C:10]([NH:16][C:17]3[CH:22]=[C:21]([CH2:23][CH:24](OC)[O:25]C)[CH:20]=[CH:19][C:18]=3[N+:29]([O-:31])=[O:30])[S:11][C:12]=2[C:13]([NH2:15])=[O:14])[CH:5]=[CH:6][CH:7]=1.C(O)=O>O>[Cl:1][C:2]1[CH:3]=[C:4]([C:8]2[N:9]=[C:10]([NH:16][C:17]3[CH:22]=[C:21]([CH2:23][CH:24]=[O:25])[CH:20]=[CH:19][C:18]=3[N+:29]([O-:31])=[O:30])[S:11][C:12]=2[C:13]([NH2:15])=[O:14])[CH:5]=[CH:6][CH:7]=1. Product: ClC=1C=C(C=CC1)C=1N=C(SC1C(=O)N)NC1=C(C=CC(=C1)CC=O)[N+](=O)[O-] (4-(3-chloro-phenyl)-2-[2-nitro-5-(2-oxo-ethyl)-phenylamino]-thiazole-5-carboxylic acid amide). Solvent: O (water). Procedure details: A mixture of 0.200 g (0.43 mmole) of 4-(3-chloro-phenyl)-2-[5(2,2-dimethoxy-ethyl)-2-nitro-phenylamino]-thiazole-5-carboxylic acid amide (VI.9a) and 3 mL of 96% formic acid was stirred at room temperature for 1 hour. The solution was poured into water and the resulting precipitate was collected by filtration, washed with water and air-dried to give 0.135 g of 4-(3-chloro-phenyl)-2-[2-nitro-5-(2-oxo-ethyl)-phenylamino]-thiazole-5-carboxylic acid amide (VI.9b) as an orange solid. A mixture of 0.13... The yield is 75.3%. Run at time 1 hour. RXN SMILES: C([O:6][C:7]1[CH:12]=[C:11]([CH3:13])[CH:10]=[C:9]([CH3:14])[CH:8]=1)(=O)CCC.[Cl-].[Al+3].[Cl-].[Cl-].Cl>>[C:7]([C:12]1[C:11]([CH3:13])=[CH:10][C:9]([CH3:14])=[CH:8][C:7]=1[OH:6])(=[O:6])[CH2:8][CH2:9][CH3:10] |f:1.2.3.4|. Reaction conditions: temperature 70 celsius, time 4 hour. Starting materials: C(CCC)(=O)OC1=CC(=CC(=C1)C)C (1-butyryloxy-3,5-dimethyl-benzene), [Cl-].[Al+3].[Cl-].[Cl-] (aluminium chloride), Cl (hydrochloric acid). The product is C(CCC)(=O)C1=C(C=C(C=C1C)C)O (2-butyryl-3,5-dimethyl-phenol). Reported procedure: 180 g. of 1-butyryloxy-3,5-dimethyl-benzene are treated at room temperature with 340 g. of aluminium chloride. The mixture is stirred for 4 hours at 90°-95° C., then cooled at 70° C., poured onto ice and 3 n aqueous hydrochloric acid and extracted with ether. The ether extract is washed with water to neutral reaction, dried over sodium sulfate and evaporated. There is obtained 2-butyryl-3,5-dimethyl-phenol, which melts at 48°-52° C. after recrystalization from petroleum ether. Reactants: [Al+3], CNc1c2c(nc3ccccc13)CCCC2=O, [Cl-], [H-], [H-], [H-], [H-], [K+], [Li+], [NH4+], C1CCOC1, [OH-]. The product is CNc1c2c(nc3ccccc13)CCCC2O. RXN SMILES: [Al+3:19].[CH3:1][NH:2][c:3]1[c:4]2[cH:5][cH:6][cH:7][cH:8][c:9]2[n:10][c:11]2[c:16]1[C:15](=[O:17])[CH2:14][CH2:13][CH2:12]2.[Cl-:24].[H-:18].[H-:21].[H-:22].[H-:23].[K+:27].[Li+:20].[NH4+:25].[O:28]1[CH2:29][CH2:30][CH2:31][CH2:32]1.[OH-:26]>>[CH3:1][NH:2][c:3]1[c:4]2[cH:5][cH:6][cH:7][cH:8][c:9]2[n:10][c:11]2[c:16]1[CH:15]([OH:17])[CH2:14][CH2:13][CH2:12]2. Reactants: C(C)(=O)NC1=C(OCC(CN2C(CCC2=O)=O)O)C=CC(=C1)[N+](=O)[O-] (1-(2'-acetylamino-4'-nitrophenoxy)-3-succinimidopropan-2-ol). The solvent is Cl (hydrochloric acid). The product is NC1=C(OCC(CN2C(CCC2=O)=O)O)C=CC(=C1)[N+](=O)[O-] (1-(2'-amino-4'-nitrophenoxy)-3-succinimidopropan-2-ol). As a reaction SMILES: C([NH:4][C:5]1[CH:22]=[C:21]([N+:23]([O-:25])=[O:24])[CH:20]=[CH:19][C:6]=1[O:7][CH2:8][CH:9]([OH:18])[CH2:10][N:11]1[C:15](=[O:16])[CH2:14][CH2:13][C:12]1=[O:17])(=O)C>Cl>[NH2:4][C:5]1[CH:22]=[C:21]([N+:23]([O-:25])=[O:24])[CH:20]=[CH:19][C:6]=1[O:7][CH2:8][CH:9]([OH:18])[CH2:10][N:11]1[C:15](=[O:16])[CH2:14][CH2:13][C:12]1=[O:17]. Procedure: 2 g (0.0057 mol) of the 1-(2'-acetylamino-4'-nitrophenoxy)-3-succinimidopropan-2-ol obtained in the second step are heated for one hour, in a boiling water-bath, in 10 ml of hydrochloric acid (specific gravity=1.18), with stirring. After the reaction medium has been cooled, diluted and rendered alkaline, the expected product precipitates. It is filtered off, washed with water and recrystallised from ethanol. It melts at 200° C. Starting materials: C[C@H](CC[C@H](C(C)C)OS(=O)(=O)O)[C@H]1CC[C@@H]2[C@@]1(CC[C@H]3[C@H]2[C@@H](C[C@@H]4[C@@]3(CC[C@@H](C4)NCCCNCCCCN)C)O)C (squalamine), C(C)O (ethanol), C([C@@H](O)C)(=O)O (L-(+) Lactic Acid). Product: C[C@H](CC[C@H](C(C)C)OS(=O)(=O)O)[C@H]1CC[C@@H]2[C@@]1(CC[C@H]3[C@H]2[C@@H](C[C@@H]4[C@@]3(CC[C@@H](C4)NCCCNCCCCN)C)O)C.C[C@@H](C(=O)O)O.C[C@@H](C(=O)O)O (squalamine dilactate). The yield is 76.0%. RXN SMILES: [CH3:1][C@@H:2]([C@@H:14]1[C@@:18]2([CH3:43])[CH2:19][CH2:20][C@@H:21]3[C@@:26]4([CH3:41])[CH2:27][CH2:28][C@H:29]([NH:31][CH2:32][CH2:33][CH2:34][NH:35][CH2:36][CH2:37][CH2:38][CH2:39][NH2:40])[CH2:30][C@@H:25]4[CH2:24][C@@H:23]([OH:42])[C@H:22]3[C@@H:17]2[CH2:16][CH2:15]1)[CH2:3][CH2:4][C@@H:5]([O:9][S:10]([OH:13])(=[O:12])=[O:11])[CH:6]([CH3:8])[CH3:7].[C:44]([OH:49])(=[O:48])[C@H:45]([CH3:47])[OH:46].C(O)C>>[CH3:1][C@@H:2]([C@@H:14]1[C@@:18]2([CH3:43])[CH2:19][CH2:20][C@@H:21]3[C@@:26]4([CH3:41])[CH2:27][CH2:28][C@H:29]([NH:31][CH2:32][CH2:33][CH2:34][NH:35][CH2:36][CH2:37][CH2:38][CH2:39][NH2:40])[CH2:30][C@@H:25]4[CH2:24][C@@H:23]([OH:42])[C@H:22]3[C@@H:17]2[CH2:16][CH2:15]1)[CH2:3][CH2:4][C@@H:5]([O:9][S:10]([OH:13])(=[O:12])=[O:11])[CH:6]([CH3:7])[CH3:8].[CH3:47][C@H:45]([OH:46])[C:44]([OH:49])=[O:48].[CH3:47][C@H:45]([OH:46])[C:44]([OH:49])=[O:48] |f:3.4.5|. Procedure: Recrystallization: Approximately 650 gms. (1.0 Mole) of crude squalamine was mixed into 11.05 L of ethanol to form a cloudy solution. The solution was filtered through a filter coated with filter aid and the filter cake washed with 650 ml. of ethanol. Approximately 494 ml of water and approximately 360.3 gms. (4.0 Moles) of L-(+) Lactic Acid was added to the filtered solution with stirring. The resulting solution was filtered through a 0.22 μm filter and the container and filter washed with 650 ...